From a dataset of the Open Reaction Database (ORD), a public repository of structured organic reaction records. describe an organic reaction: reactants, conditions, products, and yield The reactants are BrC=1C(=C(C=C(C1C)Cl)C(C)N1N=C(C=2C1=NC=NC2N)C)OC (1-[1-(3-Bromo-5-chloro-2-methoxy-4-methylphenyl)ethyl]-3-methyl-1H-pyrazolo[3,4-d]pyrimidin-4-amine), [Si](C)(C)(C(C)(C)C)OCCN1N=CC(=C1)B1OC(C(O1)(C)C)(C)C (1-(2-{[tert-butyl(dimethyl)silyl]oxy}ethyl)-4-(4,4,5,5-tetramethyl-1,3,2-dioxaborolan-2-yl)-1H-pyrazole), C([O-])([O-])=O.[Na+].[Na+] (sodium carbonate), ClCCl (dichloromethane). The reagents and catalysts are C1=CC=C(C=C1)P([C-]2C=CC=C2)C3=CC=CC=C3.C1=CC=C(C=C1)P([C-]2C=CC=C2)C3=CC=CC=C3.Cl[Pd]Cl.[Fe+2] ([1,1′-bis(diphenylphosphino)ferrocene]dichloropalladium(II)). The solvent is C(C)#N (acetonitrile), O (water). Conditions: temperature 95 celsius, time 2 hour. The product is NC1=C2C(=NC=N1)N(N=C2C)C(C)C=2C(=C(C(=C(C2)Cl)C)C=2C=NN(C2)CCO)OC (2-(4-(3-(1-(4-Amino-3-methyl-1H-pyrazolo[3,4-d]pyrimidin-1-yl)ethyl)-5-chloro-2-methoxy-6-methylphenyl)-1H-pyrazol-1-yl)ethanol). Reaction SMILES: Br[C:2]1[C:3]([O:23][CH3:24])=[C:4]([CH:10]([N:12]2[C:16]3=[N:17][CH:18]=[N:19][C:20]([NH2:21])=[C:15]3[C:14]([CH3:22])=[N:13]2)[CH3:11])[CH:5]=[C:6]([Cl:9])[C:7]=1[CH3:8].[Si]([O:32][CH2:33][CH2:34][N:35]1[CH:39]=[C:38](B2OC(C)(C)C(C)(C)O2)[CH:37]=[N:36]1)(C(C)(C)C)(C)C.C(=O)([O-])[O-].[Na+].[Na+].ClCCl>C(#N)C.C1C=CC(P(C2C=CC=CC=2)[C-]2C=CC=C2)=CC=1.C1C=CC(P(C2C=CC=CC=2)[C-]2C=CC=C2)=CC=1.Cl[Pd]Cl.[Fe+2].O>[NH2:21][C:20]1[N:19]=[CH:18][N:17]=[C:16]2[N:12]([CH:10]([C:4]3[C:3]([O:23][CH3:24])=[C:2]([C:38]4[CH:37]=[N:36][N:35]([CH2:34][CH2:33][OH:32])[CH:39]=4)[C:7]([CH3:8])=[C:6]([Cl:9])[CH:5]=3)[CH3:11])[N:13]=[C:14]([CH3:22])[C:15]=12 |f:2.3.4,7.8.9.10|. Procedure details: A mixture of 1-[1-(3-bromo-5-chloro-2-methoxy-4-methylphenyl)ethyl]-3-methyl-1H-pyrazolo[3,4-d]pyrimidin-4-amine (0.026 g, 0.062 mmol) (chiral pure, first peak from Step 2), 1-(2-{[tert-butyl(dimethyl)silyl]oxy}ethyl)-4-(4,4,5,5-tetramethyl-1,3,2-dioxaborolan-2-yl)-1H-pyrazole (0.024 g, 0.069 mmol), sodium carbonate (13 mg, 0.12 mmol) and [1,1′-bis(diphenylphosphino)ferrocene]dichloropalladium(II), complex with dichloromethane (1:1) (6.1 mg, 0.0075 mmol) in acetonitrile (0.5 mL)/water (0.1 mL) w...